This data is from the Open Reaction Database (ORD), a public repository of structured organic reaction records. The task is: describe an organic reaction: reactants, conditions, products, and yield Reactants: [Li+].[OH-] (LiOH), Hydrate, CNC(=O)C=1C(=NOC1C(=O)OC)C1=CC=CC=C1 (methyl 4-(methylcarbamoyl)-3-phenylisoxazole-5-carboxylate). The solvent is CO (MeOH), O (water). Conditions: time 1 hour. Product: CNC(=O)C=1C(=NOC1C(=O)O)C1=CC=CC=C1 (4-(methylcarbamoyl)-3-phenylisoxazole-5-carboxylic acid). The yield is 100.0%. RXN SMILES: [CH3:1][NH:2][C:3]([C:5]1[C:6]([C:14]2[CH:19]=[CH:18][CH:17]=[CH:16][CH:15]=2)=[N:7][O:8][C:9]=1[C:10]([O:12]C)=[O:11])=[O:4].[Li+].[OH-]>CO.O>[CH3:1][NH:2][C:3]([C:5]1[C:6]([C:14]2[CH:19]=[CH:18][CH:17]=[CH:16][CH:15]=2)=[N:7][O:8][C:9]=1[C:10]([OH:12])=[O:11])=[O:4] |f:1.2|. Reported procedure: To a suspension of methyl 4-(methylcarbamoyl)-3-phenylisoxazole-5-carboxylate (35 mg, 0.134 mmol) in MeOH (0.8 mL) and water (0.2 mL) was added LiOH, Hydrate (6.77 mg, 0.161 mmol) and the mixture was allowed to stir at rt for 1 hr. during which time the reaction became homogeneous. The volatiles were removed in vacuo and the residue was partitioned between DCM (20 mL) and saturated potassium bisulfate solution (10 mL). The aqueous layer was extracted with DCM (10 mL) and the combined organic lay... Starting materials: C1CCNCC1, ClCCl, COc1ccc(COCC(NC(=O)C(C)(C)NC(=O)OCC2c3ccccc3-c3ccccc32)C(=O)N2CCCC3(C2)C(=O)N(C)CC3c2ccccc2)cc1. Yields the product COc1ccc(COCC(NC(=O)C(C)(C)N)C(=O)N2CCCC3(C2)C(=O)N(C)CC3c2ccccc2)cc1. RXN SMILES: [CH2:57]1[CH2:58][CH2:59][NH:60][CH2:61][CH2:62]1.[Cl:63][CH2:64][Cl:65].[cH:1]1[c:2]2[c:14]([cH:15][cH:16][cH:56]1)-[c:9]1[c:8]([cH:13][cH:12][cH:11][cH:10]1)[CH:3]2[CH2:4][O:5][C:6](=[O:7])[NH:17][C:18]([CH3:19])([CH3:20])[C:21]([NH:22][CH:23]([C:24](=[O:25])[N:26]1[CH2:27][C:28]2([CH:29]([c:35]3[cH:36][cH:37][cH:38][cH:39][cH:40]3)[CH2:30][N:31]([CH3:34])[C:32]2=[O:33])[CH2:41][CH2:42][CH2:43]1)[CH2:44][O:45][CH2:46][c:47]1[cH:48][cH:49][c:50]([O:53][CH3:54])[cH:51][cH:52]1)=[O:55]>>[NH2:17][C:18]([CH3:19])([CH3:20])[C:21]([NH:22][CH:23]([C:24](=[O:25])[N:26]1[CH2:27][C:28]2([CH:29]([c:35]3[cH:36][cH:37][cH:38][cH:39][cH:40]3)[CH2:30][N:31]([CH3:34])[C:32]2=[O:33])[CH2:41][CH2:42][CH2:43]1)[CH2:44][O:45][CH2:46][c:47]1[cH:48][cH:49][c:50]([O:53][CH3:54])[cH:51][cH:52]1)=[O:55]. The reactants are FC1=C(CNC(=O)C2(C3=CC=CC=C3C=3C=CC=CC23)CCCCBr)C=CC(=C1)F (9-(4-bromo-butyl)-9H-fluorene-9-carboxylic acid-2,4-difluoro-benzylamide), N1(CCNCC1)C1=NC2=CC=CC=C2C=C1 (2-piperazin-1-yl-quinoline). Product: FC1=C(CNC(=O)C2(C3=CC=CC=C3C=3C=CC=CC23)CCCCN2CCN(CC2)C2=NC3=CC=CC=C3C=C2)C=CC(=C1)F (9-[4-(4-quinolin-2-yl-piperazin-1-yl)-butyl]-9H-fluorene-9-carboxylic acid-2,4-difluoro-benzylamide). RXN SMILES: [F:1][C:2]1[CH:29]=[C:28]([F:30])[CH:27]=[CH:26][C:3]=1[CH2:4][NH:5][C:6]([C:8]1([CH2:21][CH2:22][CH2:23][CH2:24]Br)[C:20]2[CH:19]=[CH:18][CH:17]=[CH:16][C:15]=2[C:14]2[C:9]1=[CH:10][CH:11]=[CH:12][CH:13]=2)=[O:7].[N:31]1([C:37]2[CH:46]=[CH:45][C:44]3[C:39](=[CH:40][CH:41]=[CH:42][CH:43]=3)[N:38]=2)[CH2:36][CH2:35][NH:34][CH2:33][CH2:32]1>>[F:1][C:2]1[CH:29]=[C:28]([F:30])[CH:27]=[CH:26][C:3]=1[CH2:4][NH:5][C:6]([C:8]1([CH2:21][CH2:22][CH2:23][CH2:24][N:34]2[CH2:35][CH2:36][N:31]([C:37]3[CH:46]=[CH:45][C:44]4[C:39](=[CH:40][CH:41]=[CH:42][CH:43]=4)[N:38]=3)[CH2:32][CH2:33]2)[C:20]2[CH:19]=[CH:18][CH:17]=[CH:16][C:15]=2[C:14]2[C:9]1=[CH:10][CH:11]=[CH:12][CH:13]=2)=[O:7]. Reported procedure: Prepared analogously to Example 1 from 9-(4-bromo-butyl)-9H-fluorene-9-carboxylic acid-2,4-difluoro-benzylamide and 2-piperazin-1-yl-quinoline. Starting materials: O=C(O)c1cc(Br)ccn1, Nc1nnn[nH]1. Product: O=C(Nc1nnn[nH]1)c1cc(Br)ccn1. RXN SMILES: [Br:1][c:2]1[cH:3][c:4]([C:8](=[O:9])[OH:10])[n:5][cH:6][cH:7]1.[NH2:11][c:12]1[n:13][n:14][n:15][nH:16]1>>[Br:1][c:2]1[cH:3][c:4]([C:8](=[O:10])[NH:11][c:12]2[nH:13][n:14][n:15][n:16]2)[n:5][cH:6][cH:7]1. Reactants: CCCN(C(=O)OCC)n1ccc2ccccc21, [Na+], [OH-], O, OCCO. Yields the product CCCNn1ccc2ccccc21. Reaction SMILES: [CH2:1]([O:2][C:3](=[O:4])[N:5]([CH2:6][CH2:7][CH3:8])[n:9]1[cH:10][cH:11][c:12]2[cH:13][cH:14][cH:15][cH:16][c:17]12)[CH3:18].[Na+:20].[OH-:19].[OH2:25].[OH:21][CH2:22][CH2:23][OH:24]>>[NH:5]([CH2:6][CH2:7][CH3:8])[n:9]1[cH:10][cH:11][c:12]2[cH:13][cH:14][cH:15][cH:16][c:17]12.